From a dataset of the Open Reaction Database (ORD), a public repository of structured organic reaction records. describe an organic reaction: reactants, conditions, products, and yield Reactants: COc1cc([N+](=O)[O-])cc(OCC#N)c1OC, CCO, [Cl-], ClCCl, [Fe], [NH4+]. The product is COc1cc(N)cc(OCC#N)c1OC. RXN SMILES: [C:1](#[N:2])[CH2:3][O:4][c:5]1[c:6]([O:16][CH3:17])[c:7]([O:14][CH3:15])[cH:8][c:9]([N+:11]([O-:12])=[O:13])[cH:10]1.[CH3:20][CH2:21][OH:22].[Cl-:18].[Cl:23][CH2:24][Cl:25].[Fe:26].[NH4+:19]>>[C:1](#[N:2])[CH2:3][O:4][c:5]1[c:6]([O:16][CH3:17])[c:7]([O:14][CH3:15])[cH:8][c:9]([NH2:11])[cH:10]1. The reactants are C1(=CC=C(C=C1)S(=O)(=O)N1C2CCCCC12)C (7-(Toluene-4-sulfonyl)-7-aza-bicyclo[4.1.0]heptane), solution, C[Li] (methyllithium). The reagents and catalysts are C/C(=C/C(=O)C)/O.C/C(=C/C(=O)C)/O.[Cu] (Copper(II)acetyl acetonate). Run in C1CCOC1 (THF). Conditions: time 8 hour. Yields the product CC1=CC=C(C=C1)S(=O)(=O)N[C@H]1[C@@H](CCCC1)C (4-Methyl-N-(trans-2-methyl-cyclohexyl)-benzenesulfonamide). Yield: 62.0%. RXN SMILES: [C:1]1([CH3:17])[CH:6]=[CH:5][C:4]([S:7]([N:10]2[CH:16]3[CH:11]2[CH2:12][CH2:13][CH2:14][CH2:15]3)(=[O:9])=[O:8])=[CH:3][CH:2]=1.[CH3:18][Li]>C1COCC1.C/C(/O)=C/C(C)=O.C/C(/O)=C/C(C)=O.[Cu]>[CH3:17][C:1]1[CH:2]=[CH:3][C:4]([S:7]([NH:10][C@@H:16]2[CH2:15][CH2:14][CH2:13][CH2:12][C@H:11]2[CH3:18])(=[O:8])=[O:9])=[CH:5][CH:6]=1 |f:3.4.5|. Procedure details: To the solution of 180 g of) 7-(Toluene-4-sulfonyl)-7-aza-bicyclo[4.1.0]heptane and 18 g of Copper(II)acetyl acetonate in 1500 ml of dry THF was added 86 ml of a 10 M solution of methyllithium dropwise over 30 min. The mixture was stirred under nitrogen atmosphere for 8 h. It was then washed with water and extracted with ethyl acetate twice. The combined organic layers were concentrated. The resulting residue was purified by chromatography (silica, hexan/ethyl acetate) to afford 120 g (62%) of 4...